Dataset: the Open Reaction Database (ORD), a public repository of structured organic reaction records. Task: describe an organic reaction: reactants, conditions, products, and yield Reaction conditions: time 18 hour. Run in ClCCl (dichloromethane). Starting materials: C(#N)C1=CC=C(C=C1)[C@@H]1CC[C@H](CC1)O (trans-4-(p-cyanophenyl)cyclohexanol), C(CCCC)[C@@H]1CC[C@H](CC1)C1=CC=C(C=C1)C1=CC=C(C=C1)C(=O)O (4'-(trans-4-pentylcyclohexyl)-4-biphenylcarboxylic acid), C1(CCCCC1)N=C=NC1CCCCC1 (dicyclohexylcarbodiimide). The reagents and catalysts are CN(C1=CC=NC=C1)C (4-(dimethylamino)pyridine). Isolated yield 45.2%. Procedure: A mixture of 1.0 g of trans-4-(p-cyanophenyl)cyclohexanol, 1.75 g of 4'-(trans-4-pentylcyclohexyl)-4-biphenylcarboxylic acid, 1.2 g of dicyclohexylcarbodiimide and 98 mg of 4-(dimethylamino)pyridine in 60 ml of dichloromethane was stirred at room temperature for 18 hours under argon gasification. The beige suspension was subsequently filtered (rinsing with dichloromethane) and the filtrate was concentrated. Low-pressure chromatography (0.5 bar) of the residue (3.1 g) on silica gel with toluene y... Product: residue, C(#N)C1=CC=C(C=C1)[C@@H]1CC[C@H](CC1)OC(=O)C1=CC=C(C=C1)C1=CC=C(C=C1)[C@@H]1CC[C@H](CC1)CCCCC (4'-(trans-4-pentylcyclohexyl)-4-biphenylcarboxylic acid trans-4-(p-cyanophenyl)cyclohexyl ester). As a reaction SMILES: [C:1]([C:3]1[CH:8]=[CH:7][C:6]([C@H:9]2[CH2:14][CH2:13][C@H:12]([OH:15])[CH2:11][CH2:10]2)=[CH:5][CH:4]=1)#[N:2].[CH2:16]([C@H:21]1[CH2:26][CH2:25][C@H:24]([C:27]2[CH:32]=[CH:31][C:30]([C:33]3[CH:38]=[CH:37][C:36]([C:39](O)=[O:40])=[CH:35][CH:34]=3)=[CH:29][CH:28]=2)[CH2:23][CH2:22]1)[CH2:17][CH2:18][CH2:19][CH3:20].C1(N=C=NC2CCCCC2)CCCCC1>CN(C)C1C=CN=CC=1.ClCCl>[C:1]([C:3]1[CH:4]=[CH:5][C:6]([C@H:9]2[CH2:14][CH2:13][C@H:12]([O:15][C:39]([C:36]3[CH:35]=[CH:34][C:33]([C:30]4[CH:31]=[CH:32][C:27]([C@H:24]5[CH2:25][CH2:26][C@H:21]([CH2:16][CH2:17][CH2:18][CH2:19][CH3:20])[CH2:22][CH2:23]5)=[CH:28][CH:29]=4)=[CH:38][CH:37]=3)=[O:40])[CH2:11][CH2:10]2)=[CH:7][CH:8]=1)#[N:2]. Starting materials: ClC1=NC=CC(=C1C)Cl (2,4-dichloro-3-methylpyridine), C1CC(=O)N(C1=O)Br (NBS), C(C1=CC=CC=C1)(=O)OOC(C1=CC=CC=C1)=O (benzoyl peroxide). The solvent is C(Cl)(Cl)(Cl)Cl (carbon tetrachloride). Yields the product BrCC=1C(=NC=CC1Cl)Cl (3-(bromomethyl)-2,4-dichloropyridine). Isolated yield 94.9%. RXN SMILES: [Cl:1][C:2]1[C:7]([CH3:8])=[C:6]([Cl:9])[CH:5]=[CH:4][N:3]=1.C1C(=O)N([Br:17])C(=O)C1.C(OOC(=O)C1C=CC=CC=1)(=O)C1C=CC=CC=1>C(Cl)(Cl)(Cl)Cl>[Br:17][CH2:8][C:7]1[C:2]([Cl:1])=[N:3][CH:4]=[CH:5][C:6]=1[Cl:9]. Reported procedure: To a solution of 2,4-dichloro-3-methylpyridine (1.0 g, 6.17 mmol) in carbon tetrachloride (25 mL) was added NBS (1.09 g, 6.17 mmol) and a catalytic amount of benzoyl peroxide (0.15 g, 0.617 mmol). The reaction mixture was heated to reflux for 4 hours, and then cooled to room temperature and filtered. The filtrate was evaporated to afford 3-(bromomethyl)-2,4-dichloropyridine as a syrup (1.41 g, 95% yield), which was used in the next reaction without any further purification. Reaction SMILES: [CH3:1][O:2][c:3]1[cH:4][cH:5][c:6]([CH2:7][n:8]2[n:9][cH:10][c:11](-[c:13]3[n:14][c:15]([O:19][c:20]4[cH:21][cH:22][c:23]([F:27])[c:24]([NH2:26])[cH:25]4)[n:16][cH:17][cH:18]3)[cH:12]2)[cH:28][cH:29]1.[Cl:37][CH2:38][Cl:39].[F:30][C:31]([F:32])([F:33])[C:34]([OH:35])=[O:36]>>[nH:8]1[n:9][cH:10][c:11](-[c:13]2[n:14][c:15]([O:19][c:20]3[cH:21][cH:22][c:23]([F:27])[c:24]([NH2:26])[cH:25]3)[n:16][cH:17][cH:18]2)[cH:12]1. Reactants: COc1ccc(Cn2cc(-c3ccnc(Oc4ccc(F)c(N)c4)n3)cn2)cc1, ClCCl, O=C(O)C(F)(F)F. The product is Nc1cc(Oc2nccc(-c3cn[nH]c3)n2)ccc1F. Reactants: Cn1c(C(F)(F)F)ccc(-c2cc(C#N)c(Cl)cc2F)c1=O, O, O=S(=O)(O)O. As a reaction SMILES: [Cl:1][c:2]1[cH:3][c:4]([F:22])[c:5](-[c:10]2[c:11](=[O:21])[n:12]([CH3:20])[c:13]([C:16]([F:17])([F:18])[F:19])[cH:14][cH:15]2)[cH:6][c:7]1[C:8]#[N:9].[OH2:23].[S:24]([OH:25])(=[O:26])(=[O:27])[OH:28]>>[Cl:1][c:2]1[cH:3][c:4]([F:22])[c:5](-[c:10]2[c:11](=[O:21])[n:12]([CH3:20])[c:13]([C:16]([F:17])([F:18])[F:19])[cH:14][cH:15]2)[cH:6][c:7]1[C:8](=[O:23])[OH:25]. Yields the product Cn1c(C(F)(F)F)ccc(-c2cc(C(=O)O)c(Cl)cc2F)c1=O.